Dataset: the Open Reaction Database (ORD), a public repository of structured organic reaction records. Task: describe an organic reaction: reactants, conditions, products, and yield The reactants are N(=O)[O-].[Na+] (sodium nitrite), 10-L, C(CC(=O)C)(=O)OCC (ethyl acetoacetate), C(CC(=O)C)(=O)OC(C)(C)C (tertiary butyl acetoacetate), C(C)(=O)O (acetic acid). Yields the product C(C)OC(=O)C=1C(=C(NC1C)C(=O)OC(C)(C)C)C (3,5-dimethyl-1H-pyrrole-2,4-dicarboxylic acid 2-tertiary butyl ester 4-ethyl ester). The reagents and catalysts are [Zn] (zinc), [Zn] (Zinc). Reported procedure: Into a 10-L four necked round-bottomed flask equipped with a mechanical stirrer, a thermometer pocket and an air condenser, were charged tertiary butyl acetoacetate (1.0 Kg; 6.3 mole) and acetic acid (3.0 Lt). The solution was cooled to 0-5° C. and a previously dissolved solution of sodium nitrite (0.436 Kg; 6.3 mole) in 640 mL DM water into an addition funnel and added to the flask at a rate that the temperature does not exceed 5° C. After the addition, the solution was maintained for 90 minute... As a reaction SMILES: [C:1]([O:7][C:8]([CH3:11])([CH3:10])[CH3:9])(=[O:6])[CH2:2][C:3]([CH3:5])=O.C(O)(=O)C.[N:16]([O-])=O.[Na+].[C:20]([O:26][CH2:27][CH3:28])(=[O:25])[CH2:21][C:22]([CH3:24])=O>[Zn].O>[CH2:27]([O:26][C:20]([C:21]1[C:3]([CH3:5])=[C:2]([C:1]([O:7][C:8]([CH3:11])([CH3:10])[CH3:9])=[O:6])[NH:16][C:22]=1[CH3:24])=[O:25])[CH3:28] |f:2.3|. Run at temperature 2.5 celsius. The solvent is O (water). The reactants are COCCCC(=O)NNC(C1=CN=C(C=C1)C1=CC=CC=C1)=O (6-phenylnicotinic acid N′-(4-methoxybutyryl)hydrazide). The solvent is P(=O)(Cl)(Cl)Cl (phosphorus oxychloride). Conditions: temperature 100 celsius, time 3 hour. Yields the product COCCCC1=NN=C(O1)C=1C=CC(=NC1)C1=CC=CC=C1 (5-[5-(3-methoxypropyl)-1,3,4-oxadiazol-2-yl]-2-phenylpyridine). Isolated yield 65.1%. Reaction SMILES: [CH3:1][O:2][CH2:3][CH2:4][CH2:5][C:6]([NH:8][NH:9][C:10](=[O:23])[C:11]1[CH:16]=[CH:15][C:14]([C:17]2[CH:22]=[CH:21][CH:20]=[CH:19][CH:18]=2)=[N:13][CH:12]=1)=O>P(Cl)(Cl)(Cl)=O>[CH3:1][O:2][CH2:3][CH2:4][CH2:5][C:6]1[O:23][C:10]([C:11]2[CH:16]=[CH:15][C:14]([C:17]3[CH:18]=[CH:19][CH:20]=[CH:21][CH:22]=3)=[N:13][CH:12]=2)=[N:9][N:8]=1. Procedure details: To 6-phenylnicotinic acid N′-(4-methoxybutyryl)hydrazide (6.06 g) was added phosphorus oxychloride (100 ml), and stirred at 100° C. for 3 hours. After the reaction solution was cooled to ambient temperature, the solution was concentrated under reduced pressure. To the resulting residue was added aqueous 1 mol/liter sodium hydroxide solution under ice cooling, and extracted with chloroform. After the organic layer was dried over anhydrous sodium sulfate, the solvent was evaporated under reduced p... The reactants are CNC(=NCCS)NC#N, CCO, O=[N+]([O-])c1ccc(Cl)c([N+](=O)[O-])c1. The product is CNC(=NCCSc1ccc([N+](=O)[O-])cc1[N+](=O)[O-])NC#N. As a reaction SMILES: [C:14](#[N:15])[NH:16][C:17](=[N:18][CH2:19][CH2:20][SH:21])[NH:22][CH3:23].[CH3:24][CH2:25][OH:26].[N+:1](=[O:2])([O-:3])[c:4]1[c:5]([Cl:13])[cH:6][cH:7][c:8]([N+:10](=[O:11])[O-:12])[cH:9]1>>[N+:1](=[O:2])([O-:3])[c:4]1[c:5]([S:21][CH2:20][CH2:19][N:18]=[C:17]([NH:16][C:14]#[N:15])[NH:22][CH3:23])[cH:6][cH:7][c:8]([N+:10](=[O:11])[O-:12])[cH:9]1.